describe an organic reaction: reactants, conditions, products, and yield From a dataset of the Open Reaction Database (ORD), a public repository of structured organic reaction records. Reactants: CS(=O)(=O)OCC1=NC(=NC(=C1)C(=C)OCC)Cl ((2-chloro-6-(1-ethoxyvinyl)pyrimidin-4-yl)methyl methanesulfonate), FC(CCO)(F)F (3,3,3-trifluoropropan-1-ol), [OH-].[Na+] (sodium hydroxide). The reagents and catalysts are S(=O)(=O)(O)[O-].C(CCC)[N+](CCCC)(CCCC)CCCC (tetrabutylammonium hydrogen sulfate). Solvent: C1=CC=CC=C1 (benzene). Yields the product ClC1=NC(=CC(=N1)C(=C)OCC)COCCC(F)(F)F (2-chloro-4-(1-ethoxyvinyl)-6-((3,3,3-trifluoropropoxy)methyl)pyrimidine). Isolated yield 11.5%. As a reaction SMILES: CS([O:5][CH2:6][C:7]1[CH:12]=[C:11]([C:13]([O:15][CH2:16][CH3:17])=[CH2:14])[N:10]=[C:9]([Cl:18])[N:8]=1)(=O)=O.[F:19][C:20]([F:25])([F:24])[CH2:21][CH2:22]O.[OH-].[Na+]>C1C=CC=CC=1.S([O-])(O)(=O)=O.C([N+](CCCC)(CCCC)CCCC)CCC>[Cl:18][C:9]1[N:10]=[C:11]([C:13]([O:15][CH2:16][CH3:17])=[CH2:14])[CH:12]=[C:7]([CH2:6][O:5][CH2:22][CH2:21][C:20]([F:25])([F:24])[F:19])[N:8]=1 |f:2.3,5.6|. Reported procedure: To a solution of (2-chloro-6-(1-ethoxyvinyl)pyrimidin-4-yl)methyl methanesulfonate (0.452 g, 1.54 mmol) in benzene (7 mL) were added 3,3,3-trifluoropropan-1-ol (0.264 g, 2.32 mmol), sodium hydroxide (5 M, 0.463 mL, 2.32 mmol) and tetrabutylammonium hydrogen sulfate (0.052 g, 0.15 mmol). The mixture was stirred vigourously over night at room temperature. The mixture was filtered through a short silica plug with magnesium sulfate on top. The filter was washed with EtOAc. The mixture was purified b... Reactants: N1=CC=C(C=C1)C=1C=2N(C3=CCCCC13)C=C(C2)O (7,8-dihydro-9-(4-pyridyl)-6H-pyrrolo[1,2-a]-indole-2-ol), C(C)OC(C(C)(C)Br)=O (2-bromo-2-methyl-propanoic acid ethylester). Product: C(C)OC(C(C)(C)OC=1C=C2N(C3=CCCCC3=C2C2=CC=NC=C2)C1)=O (2-[7,8-Dihydro-9-(4-pyridyl)-6H-pyrrolo[1,2-a]-indole-2-yloxy]2-methyl-propanoic acid ethylester). Reaction SMILES: [N:1]1[CH:6]=[CH:5][C:4]([C:7]2[C:8]3[N:9]([CH:16]=[C:17]([OH:19])[CH:18]=3)[C:10]3[C:15]=2[CH2:14][CH2:13][CH2:12][CH:11]=3)=[CH:3][CH:2]=1.[CH2:20]([O:22][C:23](=[O:28])[C:24](Br)([CH3:26])[CH3:25])[CH3:21]>>[CH2:20]([O:22][C:23](=[O:28])[C:24]([O:19][C:17]1[CH:18]=[C:8]2[C:7]([C:4]3[CH:5]=[CH:6][N:1]=[CH:2][CH:3]=3)=[C:15]3[C:10](=[CH:11][CH2:12][CH2:13][CH2:14]3)[N:9]2[CH:16]=1)([CH3:26])[CH3:25])[CH3:21]. Reported procedure: The above compound was prepared from 7,8-dihydro-9-(4-pyridyl)-6H-pyrrolo[1,2-a]-indole-2-ol and 2-bromo-2-methyl-propanoic acid ethylester using a procedure analogous to that of Example 10. The reactants are C[S-], CN1CCCC1=O, Cc1c(Cl)ccc(Cl)c1C1=NOCC1, [Na+], O. Yields the product CSc1ccc(Cl)c(C)c1C1=NOCC1. RXN SMILES: [CH3:15][S-:16].[CH3:19][N:20]1[CH2:21][CH2:22][CH2:23][C:24]1=[O:25].[Cl:1][c:2]1[c:3]([CH3:14])[c:4]([C:9]2=[N:10][O:11][CH2:12][CH2:13]2)[c:5]([Cl:8])[cH:6][cH:7]1.[Na+:17].[OH2:18]>>[Cl:1][c:2]1[c:3]([CH3:14])[c:4]([C:9]2=[N:10][O:11][CH2:12][CH2:13]2)[c:5]([S:16][CH3:15])[cH:6][cH:7]1. Starting materials: C1(=CC=CC=C1)C(CCCO)(O)C1=CC=CC=C1 (1,1-Diphenyl-1,4-butanediol). The reagents and catalysts are [Pd] (Pd/C). The solvent is CO (MeOH). Yields the product C1(=CC=CC=C1)C(CCCO)C1=CC=CC=C1 (4,4-Diphenyl-1-butanol). The yield is 90.5%. RXN SMILES: [C:1]1([C:7]([C:13]2[CH:18]=[CH:17][CH:16]=[CH:15][CH:14]=2)(O)[CH2:8][CH2:9][CH2:10][OH:11])[CH:6]=[CH:5][CH:4]=[CH:3][CH:2]=1>CO.[Pd]>[C:13]1([CH:7]([C:1]2[CH:2]=[CH:3][CH:4]=[CH:5][CH:6]=2)[CH2:8][CH2:9][CH2:10][OH:11])[CH:14]=[CH:15][CH:16]=[CH:17][CH:18]=1. Procedure: 1,1-Diphenyl-1,4-butanediol (26.62 g, 0.110 mol) was dissolved in MeOH and shaken with 20% Pd/C (1.50 g) on a Parr apparatus under an H2 atmosphere (50 psi) for 17 hours. The MeOH was removed in vacuo, and the residue chromatographed on silica gel eluting with 35% EtOAc/Hexanes gave 22.53 g (91%) of desired product. Reactants: COC([C@@H](NC(=O)OC(C)(C)C)CSC1=C(C=C(C=C1)Br)N)=O (N-tert-butoxycarbonyl-3-(2-amino-4-bromophenylthio)-L-alanine methyl ester), buffer solution, [OH-].[Na+] (sodium hydroxide). The product is NC1=C(C=CC(=C1)Br)SC[C@H](C(=O)O)NC(=O)OC(C)(C)C ((S)-3-(2-Amino-4-bromo-phenylsulfanyl)-2-tert-butoxycarbonylamino-propionic acid). As a reaction SMILES: C[O:2][C:3](=[O:23])[C@H:4]([CH2:13][S:14][C:15]1[CH:20]=[CH:19][C:18]([Br:21])=[CH:17][C:16]=1[NH2:22])[NH:5][C:6]([O:8][C:9]([CH3:12])([CH3:11])[CH3:10])=[O:7].[OH-].[Na+]>>[NH2:22][C:16]1[CH:17]=[C:18]([Br:21])[CH:19]=[CH:20][C:15]=1[S:14][CH2:13][C@@H:4]([NH:5][C:6]([O:8][C:9]([CH3:12])([CH3:11])[CH3:10])=[O:7])[C:3]([OH:23])=[O:2] |f:1.2|. Procedure: 100 mg (0.242 mmol) of N-tert-butoxycarbonyl-3-(2-amino-4-bromophenylthio)-L-alanine methyl ester (98%) was added to a system consisting of 20% organic co-solvent (see following table) and 80% buffer solution (0.1M sodium chloride; 3 mM sodium phosphate pH 7.5) under vigorous stirring. 100 ul Alcalase 2.4 L [a subtilisin Carlsberg from Novo Nordisk] was added and the pH maintained at 7.5 under vigorous stirring by the controlled addition (pH-static) of 0.1N sodium hydroxide solution. At the end ... Reactants: [Na] (sodium), OCC1(CCC(O1)(C#N)C)C (tetrahydro-5-(hydroxymethyl)-2,5-dimethyl-2-furancarbonitrile), N1=C(C=CC=C1)CCl (2-picolinyl chloride). Solvent: CN(C=O)C (dimethylformamide). Product: CC1(OC(CC1)(COCC1=NC=CC=C1)C)C#N (Tetrahydro-2,5-dimethyl-5-[(2-pyridinylmethoxy)methyl]-2-furancarbonitrile). RXN SMILES: [N:1]1[CH:6]=[CH:5][CH:4]=[CH:3][C:2]=1[CH2:7]Cl.[Na].[OH:10][CH2:11][C:12]1([CH3:20])[O:16][C:15]([CH3:19])([C:17]#[N:18])[CH2:14][CH2:13]1>CN(C)C=O>[CH3:19][C:15]1([C:17]#[N:18])[CH2:14][CH2:13][C:12]([CH3:20])([CH2:11][O:10][CH2:7][C:2]2[CH:3]=[CH:4][CH:5]=[CH:6][N:1]=2)[O:16]1 |^1:8|. Procedure details: Freshly liberated 2-picolinyl chloride was secured by extracting a mixture of 1.48 g potassium carbonate and 1.64 g 2-picolinyl chloride in 10 ml water with methylene chloride. The extract was dried (MgSO4) and concentrated (rotary evaporator). To the residue was added 10 ml dry dimethylformamide and the remaining methylene chloride was removed by further evaporation. The resulting solution was then added to a mixture of 10 mmol of the sodium salt of tetrahydro-5-(hydroxymethyl)-2,5-dimethyl-2-f... The reactants are C1CCOC1, C1CCOC1, CCO, NN, CCOC(=O)c1ccc2c(cnn2CCN2C(=O)c3ccccc3C2=O)c1. Product: CCOC(=O)c1ccc2c(cnn2CCN)c1. RXN SMILES: [CH2:30]1[O:31][CH2:32][CH2:33][CH2:34]1.[CH2:38]1[O:39][CH2:40][CH2:41][CH2:42]1.[CH3:35][CH2:36][OH:37].[NH2:28][NH2:29].[O:1]=[C:2]1[N:3]([CH2:12][CH2:13][n:14]2[n:15][cH:16][c:17]3[cH:18][c:19]([C:23](=[O:24])[O:25][CH2:26][CH3:27])[cH:20][cH:21][c:22]23)[C:10](=[O:11])[c:5]2[c:4]1[cH:9][cH:8][cH:7][cH:6]2>>[NH2:3][CH2:12][CH2:13][n:14]1[n:15][cH:16][c:17]2[cH:18][c:19]([C:23](=[O:24])[O:25][CH2:26][CH3:27])[cH:20][cH:21][c:22]12.